Dataset: the Open Reaction Database (ORD), a public repository of structured organic reaction records. Task: describe an organic reaction: reactants, conditions, products, and yield Product: ClC1=CC(=C(NC2=CC=C(C=C2)CCO)C=C1Cl)[N+](=O)[O-] (2-[4-(4,5-Dichloro-2-nitroanilino)phenyl]ethanol). Procedure details: The title compound was prepared according to the procedure described in step 3 of Example 1 from 2,4,5-trichloronitrobenzene and 4-aminophenylethyl alcohol. Reaction SMILES: Cl[C:2]1[CH:7]=[C:6]([Cl:8])[C:5]([Cl:9])=[CH:4][C:3]=1[N+:10]([O-:12])=[O:11].[NH2:13][C:14]1[CH:19]=[CH:18][C:17]([CH2:20][CH2:21][OH:22])=[CH:16][CH:15]=1>>[Cl:9][C:5]1[C:6]([Cl:8])=[CH:7][C:2]([NH:13][C:14]2[CH:19]=[CH:18][C:17]([CH2:20][CH2:21][OH:22])=[CH:16][CH:15]=2)=[C:3]([N+:10]([O-:12])=[O:11])[CH:4]=1. Reactants: ClC1=C(C=C(C(=C1)Cl)Cl)[N+](=O)[O-] (2,4,5-trichloronitrobenzene), NC1=CC=C(C=C1)CCO (4-aminophenylethyl alcohol). Starting materials: O=C=Nc1ccc(F)c(Cl)c1, Cc1ccc(F)c(N=C=O)c1, Cn1nc(N)c2c(-c3ccc(N)cc3)cncc21. Yields the product Cn1nc(N)c2c(-c3ccc(NC(=O)Nc4ccc(F)c(Cl)c4)cc3)cncc21. As a reaction SMILES: [Cl:19][c:20]1[c:21]([F:29])[cH:22][cH:23][c:24]([N:26]=[C:27]=[O:28])[cH:25]1.[F:30][c:31]1[cH:32][cH:33][c:34]([CH3:35])[cH:36][c:37]1[N:38]=[C:39]=[O:40].[NH2:1][c:2]1[cH:3][cH:4][c:5](-[c:8]2[c:9]3[c:10]([cH:11][n:12][cH:13]2)[n:14]([CH3:18])[n:15][c:16]3[NH2:17])[cH:6][cH:7]1>>[NH:1]([c:2]1[cH:3][cH:4][c:5](-[c:8]2[c:9]3[c:10]([cH:11][n:12][cH:13]2)[n:14]([CH3:18])[n:15][c:16]3[NH2:17])[cH:6][cH:7]1)[C:27]([NH:26][c:24]1[cH:23][cH:22][c:21]([F:29])[c:20]([Cl:19])[cH:25]1)=[O:28]. Starting materials: CCOC(=O)c1c(Br)cc(-c2c(CC)cccc2CC)nc1C, C#CCOC, CC(C)NC(C)C, I[Cu]I, c1ccc(P(c2ccccc2)(c2ccccc2)[Pd](P(c2ccccc2)(c2ccccc2)c2ccccc2)(P(c2ccccc2)(c2ccccc2)c2ccccc2)P(c2ccccc2)(c2ccccc2)c2ccccc2)cc1. Yields the product CCOC(=O)c1c(C#CCOC)cc(-c2c(CC)cccc2CC)nc1C. Reaction SMILES: [CH2:1]([CH3:2])[O:3][C:4]([c:5]1[c:6]([CH3:22])[n:7][c:8](-[c:12]2[c:13]([CH2:20][CH3:21])[cH:14][cH:15][cH:16][c:17]2[CH2:18][CH3:19])[cH:9][c:10]1[Br:11])=[O:23].[CH2:24]([C:25]#[CH:26])[O:27][CH3:28].[CH:29]([NH:30][CH:31]([CH3:32])[CH3:33])([CH3:34])[CH3:35].[Cu:113]([I:114])[I:115].[cH:36]1[cH:37][cH:38][c:39]([P:40]([Pd:41]([P:42]([c:43]2[cH:44][cH:45][cH:46][cH:47][cH:48]2)([c:49]2[cH:50][cH:51][cH:52][cH:53][cH:54]2)[c:55]2[cH:56][cH:57][cH:58][cH:59][cH:60]2)([P:61]([c:62]2[cH:63][cH:64][cH:65][cH:66][cH:67]2)([c:68]2[cH:69][cH:70][cH:71][cH:72][cH:73]2)[c:74]2[cH:75][cH:76][cH:77][cH:78][cH:79]2)[P:80]([c:81]2[cH:82][cH:83][cH:84][cH:85][cH:86]2)([c:87]2[cH:88][cH:89][cH:90][cH:91][cH:92]2)[c:93]2[cH:94][cH:95][cH:96][cH:97][cH:98]2)([c:99]2[cH:100][cH:101][cH:102][cH:103][cH:104]2)[c:105]2[cH:106][cH:107][cH:108][cH:109][cH:110]2)[cH:111][cH:112]1>>[CH2:1]([CH3:2])[O:3][C:4]([c:5]1[c:6]([CH3:22])[n:7][c:8](-[c:12]2[c:13]([CH2:20][CH3:21])[cH:14][cH:15][cH:16][c:17]2[CH2:18][CH3:19])[cH:9][c:10]1[C:26]#[C:25][CH2:24][O:27][CH3:28])=[O:23]. Reactants: ClC=1C2=C(N=CN1)C=CN2 (4-chloro-5H-pyrrolo[3,2-d]pyrimidine), C(C)(=O)OCCCCCBr (5-bromopentyl acetate), C([O-])([O-])=O.[Cs+].[Cs+] (cesium carbonate), CN(C=O)C (N,N-dimethylformamide). RXN SMILES: [Cl:1][C:2]1[C:3]2[NH:10][CH:9]=[CH:8][C:4]=2[N:5]=[CH:6][N:7]=1.[C:11]([O:14][CH2:15][CH2:16][CH2:17][CH2:18][CH2:19]Br)(=[O:13])[CH3:12].C(=O)([O-])[O-].[Cs+].[Cs+].CN(C)C=O>O>[C:11]([O:14][CH2:15][CH2:16][CH2:17][CH2:18][CH2:19][N:10]1[C:3]2[C:2]([Cl:1])=[N:7][CH:6]=[N:5][C:4]=2[CH:8]=[CH:9]1)(=[O:13])[CH3:12] |f:2.3.4|. Solvent: O (Water). Run at temperature 40 celsius, time 4 day. Yields the product C(C)(=O)OCCCCCN1C=CC=2N=CN=C(C21)Cl (5-(4-chloro-5H-pyrrolo[3,2-d]pyrimidin-5-yl)pentyl acetate). Procedure details: A mixture of 4-chloro-5H-pyrrolo[3,2-d]pyrimidine (0.50 g), 5-bromopentyl acetate (0.71 mL), cesium carbonate (1.59 g) and N,N-dimethylformamide (5.0 mL) was stirred at 40° C. for 4 days. Water was added to the reaction system and the mixture was extracted with ethyl acetate. The organic layer washed with water and saturated brine and dried over magnesium sulfate. After concentration under reduced pressure, the residue was separated and purified by silica gel column chromatography (eluent, ethyl... Reactants: FC(C1=NN=C2N1N=C(C=C2)C2=CC=C(C=C2)CCNC(OC(C)(C)C)=O)(C=2C=C1C=CC=NC1=CC2)F (tert-Butyl 2-(4-(3-(difluoro(quinolin-6-yl)methyl)-[1,2,4]triazolo[4,3-b]pyridazin-6-yl)phenyl)ethylcarbamate), ClC1=CC=C(N=N1)NNC(C(C)C=1C=C2C=CC=NC2=CC1)=O (N′-(6-chloropyridazin-3-yl)-2-(quinolin-6-yl)propanehydrazide), C(=O)=O (CO2), C(C)O (ethanol). Solvent: C(=O)(C(F)(F)F)O (TFA). Yields the product ClC=1C=CC=2N(N1)C(=NN2)C(C)C=2C=C1C=CC=NC1=CC2 (6-(1-(6-chloro-[1,2,4]triazolo[4,3-b]pyridazin-3-yl)ethyl)quinoline). As a reaction SMILES: [Cl:1][C:2]1[N:7]=[N:6][C:5]([NH:8][NH:9][C:10](=O)[CH:11]([C:13]2[CH:14]=[C:15]3[C:20](=[CH:21][CH:22]=2)[N:19]=[CH:18][CH:17]=[CH:16]3)[CH3:12])=[CH:4][CH:3]=1.C(O)C.C(=O)=O.FC(F)(C1C=C2C(=CC=1)N=CC=C2)C1N2N=C(C3C=CC(CCNC(=O)OC(C)(C)C)=CC=3)C=CC2=NN=1>C(O)(C(F)(F)F)=O>[Cl:1][C:2]1[CH:3]=[CH:4][C:5]2[N:6]([C:10]([CH:11]([C:13]3[CH:14]=[C:15]4[C:20](=[CH:21][CH:22]=3)[N:19]=[CH:18][CH:17]=[CH:16]4)[CH3:12])=[N:9][N:8]=2)[N:7]=1. Procedure details: A solution of N′-(6-chloropyridazin-3-yl)-2-(quinolin-6-yl)propanehydrazide (2700 mg, 8238 μmol) in TFA (20 mL) was heated to 120° C. with microwaves (2 bar; 10 watts) for 40 min. The solution was concentrated under reduced pressure then partitioned between 9:1 CHCl3/IPA (75 mL) and 1 M NaOH (100 mL). The aqueous layer was further extracted with 9:1 CHCl3/IPA (2×20 mL). The combined organics were dried over MgSO4 then concentrated to an amber oil under reduced pressure. The product was isolated ... Reactants: O=C(n1ccnc1)n1ccnc1, CS(N)(=O)=O, Cc1ccc(Cl)cc1C1NC(=O)CC(c2cc(Cl)ccc2OC(C)(C)C(=O)O)C12C(=O)Nc1cc(Cl)ccc12, Cl, [H-], [Na+], CN(C)C=O, O. Yields the product Cc1ccc(Cl)cc1C1NC(=O)CC(c2cc(Cl)ccc2OC(C)(C)C(=O)NS(C)(=O)=O)C12C(=O)Nc1cc(Cl)ccc12. RXN SMILES: [C:40]([n:41]1[cH:42][cH:43][n:44][cH:45]1)([n:46]1[cH:47][cH:48][n:49][cH:50]1)=[O:51].[CH3:52][S:53](=[O:54])(=[O:55])[NH2:56].[Cl:1][c:2]1[cH:3][cH:4][c:5]2[c:9]([cH:10]1)[NH:8][C:7](=[O:11])[C:6]21[CH:12]([c:32]2[c:33]([CH3:39])[cH:34][cH:35][c:36]([Cl:38])[cH:37]2)[NH:13][C:14](=[O:31])[CH2:15][CH:16]1[c:17]1[c:18]([O:24][C:25]([CH3:26])([CH3:27])[C:28](=[O:29])[OH:30])[cH:19][cH:20][c:21]([Cl:23])[cH:22]1.[ClH:59].[H-:58].[Na+:57].[O:60]=[CH:61][N:62]([CH3:63])[CH3:64].[OH2:65]>>[Cl:1][c:2]1[cH:3][cH:4][c:5]2[c:9]([cH:10]1)[NH:8][C:7](=[O:11])[C:6]21[CH:12]([c:32]2[c:33]([CH3:39])[cH:34][cH:35][c:36]([Cl:38])[cH:37]2)[NH:13][C:14](=[O:31])[CH2:15][CH:16]1[c:17]1[c:18]([O:24][C:25]([CH3:26])([CH3:27])[C:28](=[O:29])[NH:56][S:53]([CH3:52])(=[O:54])=[O:55])[cH:19][cH:20][c:21]([Cl:23])[cH:22]1. Reactants: Br, CCCN1C(=O)N(c2ccc(N3CCN(c4ccc(OC)cc4)CC3)cc2)NC1C, O. Yields the product CCCN1C(=O)N(c2ccc(N3CCN(c4ccc(O)cc4)CC3)cc2)NC1C. As a reaction SMILES: [BrH:31].[CH3:1][O:2][c:3]1[cH:4][cH:5][c:6]([N:9]2[CH2:10][CH2:11][N:12]([c:15]3[cH:16][cH:17][c:18]([N:21]4[NH:22][CH:23]([CH3:30])[N:24]([CH2:27][CH2:28][CH3:29])[C:25]4=[O:26])[cH:19][cH:20]3)[CH2:13][CH2:14]2)[cH:7][cH:8]1.[OH2:32]>>[OH:2][c:3]1[cH:4][cH:5][c:6]([N:9]2[CH2:10][CH2:11][N:12]([c:15]3[cH:16][cH:17][c:18]([N:21]4[NH:22][CH:23]([CH3:30])[N:24]([CH2:27][CH2:28][CH3:29])[C:25]4=[O:26])[cH:19][cH:20]3)[CH2:13][CH2:14]2)[cH:7][cH:8]1.